describe an organic reaction: reactants, conditions, products, and yield From a dataset of the Open Reaction Database (ORD), a public repository of structured organic reaction records. Reactants: Example 3A, CCN=C=NCCCN(C)C (EDAC), C=1C=CC2=C(C1)N=NN2O (HOBT), CN1CCOCC1 (NMM), C(NN)(=O)OC(C)(C)C (t-butyl carbazate), C(C)(=O)OCC (ethyl acetate). The product is COC(=O)N[C@H](C(=O)NNC(=O)OC(C)(C)C)[C@H](CC)C (tert-butyl 2-{(2S,3S)-2-[(methoxycarbonyl)amino]-3-methylpentanoyl}hydrazinecarboxylate). The yield is 89.0%. As a reaction SMILES: CCN=C=NCCCN(C)C.[CH:12]1[CH:13]=CC2N(O)N=N[C:16]=2[CH:17]=1.C[N:23]1[CH2:28][CH2:27][O:26]CC1.[C:29]([O:33][C:34]([CH3:37])([CH3:36])[CH3:35])(=[O:32])[NH:30][NH2:31].[C:38]([O:41][CH2:42]C)(=[O:40])C>>[CH3:42][O:41][C:38]([NH:23][C@@H:28]([C@@H:12]([CH3:13])[CH2:17][CH3:16])[C:27]([NH:31][NH:30][C:29]([O:33][C:34]([CH3:37])([CH3:36])[CH3:35])=[O:32])=[O:26])=[O:40]. Procedure: Example 3A (0.54 g, 2.85 mmol) was dissolved in ethyl acetate (14 mL) and treated with EDAC (0.49 g, 1.1 equivalents), HOBT (0.42 g, 1.1 equivalents), NMM (0.48 mL, 1.2 equivalents), and t-butyl carbazate (0.45 g, 1.2 equivalents) at 25° C. for 16 hrs. The mixture was washed with saturated sodium bicarbonate, water, brine, dried over sodium sulfate, filtered and the solvents were evaporated. The crude residue was purified using dichloromethane-7% methanol/dichloromethane to give 0.77 g (89%) of ... Starting materials: COC=1C=C(C=C(C1)OC)C(O)C1=CC(=CC=C1)OC ((3,5-dimethoxyphenyl)-(3-methoxyphenyl)methanol). Reagents/catalysts: O=[Mn]=O (MnO2), O=[Mn]=O (MnO2). Solvent: C(Cl)Cl (CH2Cl2). Yields the product COC=1C=C(C=C(C1)OC)C(=O)C1=CC(=CC=C1)OC ((3,5-dimethoxy-phenyl)-(3-methoxy-phenyl)methanone). Reaction SMILES: [CH3:1][O:2][C:3]1[CH:4]=[C:5]([CH:11]([C:13]2[CH:18]=[CH:17][CH:16]=[C:15]([O:19][CH3:20])[CH:14]=2)[OH:12])[CH:6]=[C:7]([O:9][CH3:10])[CH:8]=1>C(Cl)Cl.O=[Mn]=O>[CH3:10][O:9][C:7]1[CH:6]=[C:5]([C:11]([C:13]2[CH:18]=[CH:17][CH:16]=[C:15]([O:19][CH3:20])[CH:14]=2)=[O:12])[CH:4]=[C:3]([O:2][CH3:1])[CH:8]=1. Procedure: To a stirred solution of (3,5-dimethoxyphenyl)-(3-methoxyphenyl)methanol (2.47 g, 9.0 mmol) in CH2Cl2 (20 ml) at rt was added activated MnO2 powder (3.91 g, 45 mmol) and kept adding 2˜3 equivalents of MnO2 every 3˜5 h until HPLC showed at least 98% conversion occurred. The black suspension was filtered through a Celite pad, concentrated in vacuo to give (3,5-dimethoxy-phenyl)-(3-methoxy-phenyl)methanone was an oil (2.35 g, 92%): 1HNMR (CDCl3) δ 7.38-7.35 (m, 3H, Ar), 7.15-7.13 (m, 1H, Ar), 6.93 ... Starting materials: M(79Br)-indole, C1=CC=CC2=NC=C3C=CC=CC3=C12 (phenanthridine), BrC1=C(C(=O)Cl)C=C(C=C1)OC (2-bromo-5-methoxybenzoyl chloride), N1C=CC2=CC=CC=C12 (indole). Product: BrC1=C(C=C(C=C1)OC)C(=O)N1C=2C=CC=CC2C2=CC=CC=C2C1C1=CNC2=CC=CC=C12 ((2-Bromo-5-methoxy-phenyl)-[6-(1H-indol-3-yl)-6H-phenanthridin-5-yl]-methanone). As a reaction SMILES: [CH:1]1[C:14]2[C:5](=[N:6][CH:7]=[C:8]3[C:13]=2[CH:12]=[CH:11][CH:10]=[CH:9]3)[CH:4]=[CH:3][CH:2]=1.[Br:15][C:16]1[CH:24]=[CH:23][C:22]([O:25][CH3:26])=[CH:21][C:17]=1[C:18](Cl)=[O:19].[NH:27]1[C:35]2[C:30](=[CH:31][CH:32]=[CH:33][CH:34]=2)[CH:29]=[CH:28]1>>[Br:15][C:16]1[CH:24]=[CH:23][C:22]([O:25][CH3:26])=[CH:21][C:17]=1[C:18]([N:6]1[CH:7]([C:29]2[C:30]3[C:35](=[CH:34][CH:33]=[CH:32][CH:31]=3)[NH:27][CH:28]=2)[C:8]2[C:13](=[CH:12][CH:11]=[CH:10][CH:9]=2)[C:14]2[CH:1]=[CH:2][CH:3]=[CH:4][C:5]1=2)=[O:19]. Reported procedure: (2-Bromo-5-methoxy-phenyl)-[6-(1H-indol-3-yl)-6H-phenanthridin-5-yl]-methanone was prepared from phenanthridine, 2-bromo-5-methoxybenzoyl chloride, and indole according to GP 2. Yield, 30%. (+)-ESI-MS: m/z=509 [M(79Br)+H]+, 392 [M(79Br)-indole+H]+. The reactants are COC1=CC2=C(NC(N(CC2)C2CCNCC2)=O)C=C1 (7-methoxy-3-piperidin-4-yl-1,3,4,5-tetrahydro-benzo[d][1,3]diazepin-2-one), ClC1=CC(=NC=N1)C(=O)C1=CC2=C(NC(S2)=O)C(=C1)C (6-(6-chloro-pyrimidine-4-carbonyl)-4-methyl-3H-benzothiazol-2-one), CCN(C(C)C)C(C)C (DIPEA). The solvent is CN(C)C=O (DMF), C(C)#N.O (acetonitrile water). Reaction conditions: time 8 hour. Product: COC1=CC2=C(NC(N(CC2)C2CCN(CC2)C2=NC=NC(=C2)C(=O)C2=CC3=C(NC(S3)=O)C(=C2)C)=O)C=C1 (7-methoxy-3-{1-[6-(4-methyl-2-oxo-2,3-dihydro-benzothiazole-6-carbonyl)-pyrimidin-4-yl]-piperidin-4-yl}-1,3,4,5-tetrahydro-benzo[d][1,3]diazepin-2-one). As a reaction SMILES: [CH3:1][O:2][C:3]1[CH:20]=[CH:19][C:6]2[NH:7][C:8](=[O:18])[N:9]([CH:12]3[CH2:17][CH2:16][NH:15][CH2:14][CH2:13]3)[CH2:10][CH2:11][C:5]=2[CH:4]=1.Cl[C:22]1[N:27]=[CH:26][N:25]=[C:24]([C:28]([C:30]2[CH:39]=[C:38]([CH3:40])[C:33]3[NH:34][C:35](=[O:37])[S:36][C:32]=3[CH:31]=2)=[O:29])[CH:23]=1.CCN(C(C)C)C(C)C>CN(C=O)C.C(#N)C.O>[CH3:1][O:2][C:3]1[CH:20]=[CH:19][C:6]2[NH:7][C:8](=[O:18])[N:9]([CH:12]3[CH2:13][CH2:14][N:15]([C:22]4[CH:23]=[C:24]([C:28]([C:30]5[CH:39]=[C:38]([CH3:40])[C:33]6[NH:34][C:35](=[O:37])[S:36][C:32]=6[CH:31]=5)=[O:29])[N:25]=[CH:26][N:27]=4)[CH2:16][CH2:17]3)[CH2:10][CH2:11][C:5]=2[CH:4]=1 |f:4.5|. Procedure details: 63 mg (0.23 mmol) 7-methoxy-3-piperidin-4-yl-1,3,4,5-tetrahydro-benzo[d][1,3]diazepin-2-one, 71 mg (0.23 mmol) 6-(6-chloro-pyrimidine-4-carbonyl)-4-methyl-3H-benzothiazol-2-one and 0.047 mL (0.27 mmol) DIPEA were combined in 2 mL DMF and shaken overnight at RT. The reaction mixture was taken up in acetonitrile/water and purified by preparative HPLC. The fractions containing the product were combined and freeze-dried. Reactants: CC(C)(C)Oc1ccc(N)cn1, CN1CC(=O)CC2c3cccc4[nH]cc(c34)CC21, [Pd]. Product: CN1CC(Nc2ccc(OC(C)(C)C)nc2)CC2c3cccc4[nH]cc(c34)CC21. As a reaction SMILES: [C:1]([CH3:2])([CH3:3])([CH3:4])[O:5][c:6]1[n:7][cH:8][c:9]([NH2:12])[cH:10][cH:11]1.[CH3:13][N:14]1[CH2:15][C:16](=[O:30])[CH2:17][CH:18]2[c:19]3[cH:20][cH:21][cH:22][c:23]4[nH:24][cH:25][c:26]([c:29]34)[CH2:27][CH:28]12.[Pd:31]>>[C:1]([CH3:2])([CH3:3])([CH3:4])[O:5][c:6]1[n:7][cH:8][c:9]([NH:12][CH:16]2[CH2:15][N:14]([CH3:13])[CH:28]3[CH:18]([CH2:17]2)[c:19]2[cH:20][cH:21][cH:22][c:23]4[nH:24][cH:25][c:26]([c:29]24)[CH2:27]3)[cH:10][cH:11]1.